Dataset: the Open Reaction Database (ORD), a public repository of structured organic reaction records. Task: describe an organic reaction: reactants, conditions, products, and yield The reactants are COC1=CC(=C(C=C1)/C=C/C(=O)OC)[N+](=O)[O-] (methyl (2E)-3-(4-methoxy-2-nitrophenyl)acrylate), CC(C)C[AlH]CC(C)C (DIBAL-H). The solvent is C1(=CC=CC=C1)C (toluene). Run at time 3 hour. Yields the product COC1=CC(=C(C=C1)/C=C/CO)[N+](=O)[O-] ((2E)-3-(4-Methoxy-2-nitrophenyl)prop-2-en-1-ol). Isolated yield 79.7%. Reaction SMILES: [CH3:1][O:2][C:3]1[CH:8]=[CH:7][C:6](/[CH:9]=[CH:10]/[C:11](OC)=[O:12])=[C:5]([N+:15]([O-:17])=[O:16])[CH:4]=1.CC(C[AlH]CC(C)C)C>C1(C)C=CC=CC=1>[CH3:1][O:2][C:3]1[CH:8]=[CH:7][C:6](/[CH:9]=[CH:10]/[CH2:11][OH:12])=[C:5]([N+:15]([O-:17])=[O:16])[CH:4]=1. Procedure details: To a stirred solution of methyl (2E)-3-(4-methoxy-2-nitrophenyl)acrylate (14 g, 0.06 mol) in dry toluene (150 mL) under nitrogen is added dropwise DIBAL-H (63 mL, 0.19 mol, 3 M) at 0° C. After stirring at room temperature for 3 h, the reaction mixture is quenched with MeOH (60 mL) then 1.5 N HCl (60 mL) is added. After addition of another 100 mL of 1.5 N HCl, the product is extracted with EtOAc. The organic layer is washed with water and brine then dried over Na2SO4. The solvent is removed under...